This data is from the Open Reaction Database (ORD), a public repository of structured organic reaction records. The task is: describe an organic reaction: reactants, conditions, products, and yield Reactants: CS(=O)(=O)O (methanesulfonic acid), CCOCC (ether), COC=1C=C2CCNC2=CC1 (5-methoxy-indoline), ClC1=NC=NC2=CC(=C(C=C12)OC)OC (4-chloro-6,7-dimethoxy-quinazoline). Solvent: C(Cl)Cl (CH2Cl2), CC(C)O (i-PrOH), C(Cl)Cl (CH2Cl2). Procedure details: Utilizing a procedure analogous to that described in Example 1, this product was prepared in 95% yield from 5-methoxy-indoline (1.1 eq.), and 4-chloro-6,7-dimethoxy-quinazoline (1.0 eq) in i-PrOH. The free-base obtained following column chromatography on silica (45% acetone/hexanes) was dissolved in minimal CH2Cl2 and treated with 1 eq. of methanesulfonic acid in CH2Cl2 followed by dilution with several volumes of ether to precipitate the mesylate salt which was filtered and added in vacuo. (M.P... The product is CS(=O)(=O)O.COC=1C=C2C(=NC=NC2=CC1OC)N1CCC2=CC(=CC=C12)OC (6,7-Dimethoxy-4-(5-methoxy-2,3-dihydro-indol-1-yl)-quinazoline methanesulfonate salt). Yield: 95.0%. Reaction SMILES: [CH3:1][O:2][C:3]1[CH:4]=[C:5]2[C:9](=[CH:10][CH:11]=1)[NH:8][CH2:7][CH2:6]2.Cl[C:13]1[C:22]2[C:17](=[CH:18][C:19]([O:25][CH3:26])=[C:20]([O:23][CH3:24])[CH:21]=2)[N:16]=[CH:15][N:14]=1.[CH3:27][S:28]([OH:31])(=[O:30])=[O:29].CCOCC>CC(O)C.C(Cl)Cl>[CH3:27][S:28]([OH:31])(=[O:30])=[O:29].[CH3:24][O:23][C:20]1[CH:21]=[C:22]2[C:17](=[CH:18][C:19]=1[O:25][CH3:26])[N:16]=[CH:15][N:14]=[C:13]2[N:8]1[C:9]2[C:5](=[CH:4][C:3]([O:2][CH3:1])=[CH:11][CH:10]=2)[CH2:6][CH2:7]1 |f:6.7|. The reactants are CCOC(C)=O, CC(C)[N-]C(C)C, [Li+], C1CCOC1, O, CCOC(=O)Cc1ccccc1. The product is CCOC(=O)C(C(C)=O)c1ccccc1. Reaction SMILES: [CH3:21][CH2:22][O:23][C:24](=[O:25])[CH3:26].[CH:13]([N-:14][CH:15]([CH3:16])[CH3:17])([CH3:18])[CH3:19].[Li+:20].[O:28]1[CH2:29][CH2:30][CH2:31][CH2:32]1.[OH2:27].[c:1]1([CH2:7][C:8](=[O:9])[O:10][CH2:11][CH3:12])[cH:2][cH:3][cH:4][cH:5][cH:6]1>>[c:1]1([CH:7]([C:8](=[O:9])[O:10][CH2:11][CH3:12])[C:22]([CH3:21])=[O:23])[cH:2][cH:3][cH:4][cH:5][cH:6]1.